This data is from the Open Reaction Database (ORD), a public repository of structured organic reaction records. The task is: describe an organic reaction: reactants, conditions, products, and yield Reactants: C(=O)O (formic acid), N(N)C=1SC2=C(N1)C(=C(C=C2)C)C (2-hydrazino-4,5-dimethylbenzothiazole). RXN SMILES: [CH:1](O)=O.[NH:4]([C:6]1[S:7][C:8]2[CH:14]=[CH:13][C:12]([CH3:15])=[C:11]([CH3:16])[C:9]=2[N:10]=1)[NH2:5]>O>[CH3:16][C:11]1[C:9]2[N:10]3[CH:1]=[N:5][N:4]=[C:6]3[S:7][C:8]=2[CH:14]=[CH:13][C:12]=1[CH3:15]. Product: CC1=C(C=CC2=C1N1C(S2)=NN=C1)C (5,6-Dimethyl-s-triazolo(3,4-b)benzothiazole). The solvent is O (water). Reported procedure: A solution of 12 milliliters of formic acid (97-100 percent) and 3.5 grams of 2-hydrazino-4,5-dimethylbenzothiazole was refluxed for 24 hours with stirring. The reaction mixture was then cooled to room temperature and poured into water. The 5,6-dimethyl-s-triazole(3,4-b)benzothiazole compound precipitated and was separated by filtration, 2.6 grams, m.p. 226-8° C. RXN SMILES: [Mg:1].BrC(Br)C.[CH3:6][O:7][C:8]1[CH:13]=[CH:12][C:11](Br)=[C:10]([O:15][CH3:16])[C:9]=1[O:17][CH3:18].[Br-:19].C1COCC1>C1COCC1.[Li+].[Li+].[Cl-].[Cl-].[Cl-].[Cl-].[Cu+2]>[CH3:6][O:7][C:8]1[CH:13]=[C:12]([Mg:1][Br:19])[CH:11]=[C:10]([O:15][CH3:16])[C:9]=1[O:17][CH3:18] |f:3.4,6.7.8.9.10.11.12|. The reagents and catalysts are [Li+].[Li+].[Cl-].[Cl-].[Cl-].[Cl-].[Cu+2] (dilithium tetrachlorocuprate). Procedure details: Magnesium (0.82 g, 33.74 mmol) was taken in flame dried 100 ml two necked flask and dry TEF (20 ml) was added. Then the dibromo ethane (0.1 ml) and trimethoxy bromobenzene (0.3 g, 1.20 mmol) were added at room temperature and stirred for 20 mins. The reaction initiates as indicated by temperature rise. The remaining bromide/THF (8.8 g, 35.48 mmol) in THF (20 ml) was added over 15 mints. After the addition was completed reaction mixture was stirred at 25° C. under nitrogen for 18 h. To the Grigna... Run at time 20 minute. The product is COC=1C=C(C=C(C1OC)OC)[Mg]Br ((3,4,5-Trimethoxyphenyl) Magnesium Bromide). The reactants are [Br-].C1CCOC1 (bromide THF), [Mg] (Magnesium), BrC(C)Br (dibromo ethane), COC1=C(C(=C(C=C1)Br)OC)OC (trimethoxy bromobenzene), Grignard reagent. Run in C1CCOC1 (THF). Starting materials: C1(CCCC1)C1=NC(=CC(=C1)C1=NC(=NO1)C1=CC(=C(OCC(=O)O)C(=C1)C)CC)OC (2-(4-(5-(2-cyclopentyl-6-methoxypyridin-4-yl)-1,2,4-oxadiazol-3-yl)-2-ethyl-6-methylphenoxy)acetic acid), C(O)CN (ethanolamine), C=1C=CC2=C(C1)N=NN2O (HOBt), CCN=C=NCCCN(C)C.Cl (EDC HCl). Solvent: C1CCOC1 (THF), O (water), C(=O)(O)[O-].[Na+] (NaHCO3). Run at time 3 hour. Yields the product C1(CCCC1)C1=NC(=CC(=C1)C1=NC(=NO1)C1=CC(=C(OCC(=O)NCCO)C(=C1)C)CC)OC (2-(4-(5-(2-Cyclopentyl-6-methoxypyridin-4-yl)-1,2,4-oxadiazol-3-yl)-2-ethyl-6-methylphenoxy)-N-(2-hydroxyethyl)acetamide). Yield: 25.5%. Reaction SMILES: [CH:1]1([C:6]2[CH:11]=[C:10]([C:12]3[O:16][N:15]=[C:14]([C:17]4[CH:27]=[C:26]([CH3:28])[C:20]([O:21][CH2:22][C:23]([OH:25])=O)=[C:19]([CH2:29][CH3:30])[CH:18]=4)[N:13]=3)[CH:9]=[C:8]([O:31][CH3:32])[N:7]=2)[CH2:5][CH2:4][CH2:3][CH2:2]1.C1C=CC2N(O)N=NC=2C=1.CCN=C=NCCCN(C)C.Cl.[CH2:55]([CH2:57][NH2:58])[OH:56]>C1COCC1.O.C([O-])(O)=O.[Na+]>[CH:1]1([C:6]2[CH:11]=[C:10]([C:12]3[O:16][N:15]=[C:14]([C:17]4[CH:27]=[C:26]([CH3:28])[C:20]([O:21][CH2:22][C:23]([NH:58][CH2:57][CH2:55][OH:56])=[O:25])=[C:19]([CH2:29][CH3:30])[CH:18]=4)[N:13]=3)[CH:9]=[C:8]([O:31][CH3:32])[N:7]=2)[CH2:5][CH2:4][CH2:3][CH2:2]1 |f:2.3,7.8|. Procedure details: To a solution of 2-(4-(5-(2-cyclopentyl-6-methoxypyridin-4-yl)-1,2,4-oxadiazol-3-yl)-2-ethyl-6-methylphenoxy)acetic acid (780 mg, 1.65 mmol) in THF (30 mL), HOBt (267 mg, 1.98 mmol) followed by EDC HCl (379 mg, 1.98 mmol) is added. The mixture is stirred at rt for 5 min before ethanolamine (121 mg, 1.98 mmol) is added. Stirring is continued for 3 h. The mixture is diluted with water and sat. aq. NaHCO3 solution and extracted twice with EA. The combined org. extracts are dried over MgSO4, filtere... Starting materials: B, C1CCOC1, CSC, CO, NC(=O)C1CN(Cc2ccccc2)CCC1O. Yields the product NCC1CN(Cc2ccccc2)CCC1O. RXN SMILES: [BH3:21].[CH2:24]1[O:25][CH2:26][CH2:27][CH2:28]1.[CH3:18][S:19][CH3:20].[CH3:22][OH:23].[OH:1][CH:2]1[CH:3]([C:15](=[O:16])[NH2:17])[CH2:4][N:5]([CH2:8][c:9]2[cH:10][cH:11][cH:12][cH:13][cH:14]2)[CH2:6][CH2:7]1>>[OH:1][CH:2]1[CH:3]([CH2:15][NH2:17])[CH2:4][N:5]([CH2:8][c:9]2[cH:10][cH:11][cH:12][cH:13][cH:14]2)[CH2:6][CH2:7]1. As a reaction SMILES: [Cl:14][c:15]1[cH:16][c:17]([Cl:26])[n:18][cH:19][c:20]1[C:21](=[O:22])[O:23][CH2:24][CH3:25].[H-:12].[Na+:13].[OH:1][c:2]1[cH:3][cH:4][cH:5][c:6]2[cH:7][cH:8][cH:9][cH:10][c:11]12>>[O:1]([c:2]1[cH:3][cH:4][cH:5][c:6]2[cH:7][cH:8][cH:9][cH:10][c:11]12)[c:15]1[cH:16][c:17]([Cl:26])[n:18][cH:19][c:20]1[C:21](=[O:22])[O:23][CH2:24][CH3:25]. Yields the product CCOC(=O)c1cnc(Cl)cc1Oc1cccc2ccccc12. The reactants are CCOC(=O)c1cnc(Cl)cc1Cl, [H-], [Na+], Oc1cccc2ccccc12.